From a dataset of the Open Reaction Database (ORD), a public repository of structured organic reaction records. describe an organic reaction: reactants, conditions, products, and yield Yields the product [I-].C[N+]1=CC(=CC=C1)C(NCCC1=CC(=C(C=C1)O)OC)=O (1-Methyl-3-{N-[β-(4-hydroxy-3-methoxyphenyl)ethyl]}carbamoylpyridinium iodide). Procedure details: N-nicotinoyl-3-methoxytyramine was prepared by following the procedure used for the preparation of compound 7. The isolated crude amide was quaternized directly with methyl iodide following the method used for the preparation of compound 6a. Crystallization from methanol gave a yellow crystalline compound, m.p. 192°-194° C. with overall yield of 84%, calculated on the basis of 3-methoxytyramine starting material. NMR (D2O) closely similar to that of 6a except for the singlet at δ 3.66 for OCH3. As a reaction SMILES: C[I:2].[I-].[CH3:4][N+:5]1[CH:10]=[CH:9][CH:8]=[C:7]([C:11](=[O:23])[NH:12][CH2:13][CH2:14][C:15]2[CH:20]=[CH:19][C:18]([OH:21])=[C:17]([OH:22])[CH:16]=2)[CH:6]=1.[CH3:24]OC1C=C(C=CC=1O)CCN>>[I-:2].[CH3:4][N+:5]1[CH:10]=[CH:9][CH:8]=[C:7]([C:11](=[O:23])[NH:12][CH2:13][CH2:14][C:15]2[CH:20]=[CH:19][C:18]([OH:21])=[C:17]([O:22][CH3:24])[CH:16]=2)[CH:6]=1 |f:1.2,4.5|. Starting materials: CI (methyl iodide), 6a, [I-].C[N+]1=CC(=CC=C1)C(NCCC1=CC(=C(C=C1)O)O)=O (1-Methyl-3-{N-[β-(3,4-dihydroxyphenyl)-ethyl]}carbamoylpyridinium iodide), COC=1C=C(CCN)C=CC1O (3-methoxytyramine).